From a dataset of the Open Reaction Database (ORD), a public repository of structured organic reaction records. describe an organic reaction: reactants, conditions, products, and yield The reactants are BrC=1C=C2C=CC(=CC2=CC1)O (6-bromo-naphthalene-2-ol), C(C1=CC=CC=C1)Br (benzyl bromide). Run in CN(C)C=O (DMF), C([O-])([O-])=O.[Cs+].[Cs+] (cesium carbonate). Run at time 24 hour. The product is C(C1=CC=CC=C1)OC1=CC2=CC=C(C=C2C=C1)Br (2-Benzyloxy-6-bromo-naphthalene). As a reaction SMILES: [Br:1][C:2]1[CH:3]=[C:4]2[C:9](=[CH:10][CH:11]=1)[CH:8]=[C:7]([OH:12])[CH:6]=[CH:5]2.[CH2:13](Br)[C:14]1[CH:19]=[CH:18][CH:17]=[CH:16][CH:15]=1>CN(C=O)C.C(=O)([O-])[O-].[Cs+].[Cs+]>[CH2:13]([O:12][C:7]1[CH:6]=[CH:5][C:4]2[C:9](=[CH:10][CH:11]=[C:2]([Br:1])[CH:3]=2)[CH:8]=1)[C:14]1[CH:19]=[CH:18][CH:17]=[CH:16][CH:15]=1 |f:3.4.5|. Procedure details: To the commercially available 6-bromo-naphthalene-2-ol (1) (1 equi.) and benzyl bromide (2) (1 equi.) in DMF (3mL/mmole), cesium carbonate (1.25 equi.) was added at room temperature. The reaction mixture was stirred at that temperature for 24 h, quenched with water, extracted with ethyl acetate:hexane (1:1), washed with brine, over MgSO4, and concentrated in vacuo. The reactants are CC(C)=O, OCCOCCCl, CC1(C)CC(=C(c2ccc(O)cc2)c2ccc(F)cc2)CC(C)(C)C1, [K+], [K+], O=C([O-])[O-]. The product is CC1(C)CC(=C(c2ccc(F)cc2)c2ccc(OCCOCCO)cc2)CC(C)(C)C1. As a reaction SMILES: [CH3:39][C:40](=[O:41])[CH3:42].[Cl:32][CH2:33][CH2:34][O:35][CH2:36][CH2:37][OH:38].[F:1][c:2]1[cH:3][cH:4][c:5]([C:8]([c:9]2[cH:10][cH:11][c:12]([OH:15])[cH:13][cH:14]2)=[C:16]2[CH2:17][C:18]([CH3:24])([CH3:25])[CH2:19][C:20]([CH3:22])([CH3:23])[CH2:21]2)[cH:6][cH:7]1.[K+:26].[K+:27].[O-:28][C:29]([O-:30])=[O:31]>>[F:1][c:2]1[cH:3][cH:4][c:5]([C:8]([c:9]2[cH:10][cH:11][c:12]([O:15][CH2:33][CH2:34][O:35][CH2:36][CH2:37][OH:38])[cH:13][cH:14]2)=[C:16]2[CH2:17][C:18]([CH3:24])([CH3:25])[CH2:19][C:20]([CH3:22])([CH3:23])[CH2:21]2)[cH:6][cH:7]1. Starting materials: 1,2,5,6-hexahydrophthalic anhydride, Cl.NC(CC(=O)OC)C1=CC(=C(C=C1)OC)OC (methyl 3-amino-3-(3,4-dimethoxyphenyl)propionate hydrochloride), C(C)(=O)[O-].[Na+] (sodium acetate). The solvent is C(C)(=O)O (acetic acid). Reaction conditions: time 30 minute. Yields the product C1([C@H]2[C@@H](C(N1C(CC(=O)OC)C1=CC(=C(C=C1)OC)OC)=O)CCCC2)=O (methyl 3-(cis-hexahydrophthalimido)-3-(3,4-dimethoxyphenyl)propionate). Isolated yield 76.7%. As a reaction SMILES: Cl.[NH2:2][CH:3]([C:9]1[CH:14]=[CH:13][C:12]([O:15][CH3:16])=[C:11]([O:17][CH3:18])[CH:10]=1)[CH2:4][C:5]([O:7][CH3:8])=[O:6].[C:19]([O-:22])(=O)[CH3:20].[Na+]>C(O)(=O)C>[C:5]1(=[O:6])[N:2]([CH:3]([C:9]2[CH:14]=[CH:13][C:12]([O:15][CH3:16])=[C:11]([O:17][CH3:18])[CH:10]=2)[CH2:4][C:5]([O:7][CH3:8])=[O:6])[C:19](=[O:22])[C@H:20]2[CH2:11][CH2:10][CH2:9][CH2:3][C@@H:4]12 |f:0.1,2.3|. Procedure details: A stirred mixture of 1,2,5,6-hexahydrophthalic anhydride (0.77 grams, 5.0 mmol), methyl 3-amino-3-(3,4-dimethoxyphenyl)propionate hydrochloride (1.38 grams, 5.0 mmol), and sodium acetate (0.40 grams, 4.9 mmol) in 20 mL of acetic acid under N2 was heated to reflux for 20 hours. The cooled reaction mixture was concentrated in vacuo and the residue diluted with 25 mL of methylene chloride and then 25 mL of sat. sodium bicarbonate was added in portions and the resulting mixture stirred for 30 minute...